From a dataset of the Open Reaction Database (ORD), a public repository of structured organic reaction records. describe an organic reaction: reactants, conditions, products, and yield Starting materials: [Na+].[N+](=O)([O-])C1=CC=C(COC(=O)NCCCC(=S)[O-])C=C1 (4-p-nitrobenzyloxycarbonylaminothiobutyric acid sodium salt), Cl[C@@H]1[C@H](C(N1)=O)OC ((3S,4R)-4-chloro-3-methoxy-2-oxoazetidine), O1CCOCC1 (dioxan), [I-].[Na+] (sodium iodide). Run in O (water), P(=O)([O-])([O-])[O-] (phosphate). Product: [N+](=O)([O-])C1=CC=C(COC(=O)NCCCC(=O)S[C@@H]2[C@H](C(N2)=O)OC)C=C1 ((3S,4R)-4-(4-p-nitrobenzyloxycarbonylaminobutyrylthio)-3-methoxy-2-oxoazetidine). Reaction SMILES: [Na+].[N+:2]([C:5]1[CH:21]=[CH:20][C:8]([CH2:9][O:10][C:11]([NH:13][CH2:14][CH2:15][CH2:16][C:17]([O-:19])=[S:18])=[O:12])=[CH:7][CH:6]=1)([O-:4])=[O:3].Cl[C@H:23]1[NH:26][C:25](=[O:27])[C@@H:24]1[O:28][CH3:29].O1CCOCC1.[I-].[Na+]>O.P([O-])([O-])([O-])=O>[N+:2]([C:5]1[CH:21]=[CH:20][C:8]([CH2:9][O:10][C:11]([NH:13][CH2:14][CH2:15][CH2:16][C:17]([S:18][C@H:23]2[NH:26][C:25](=[O:27])[C@@H:24]2[O:28][CH3:29])=[O:19])=[O:12])=[CH:7][CH:6]=1)([O-:4])=[O:3] |f:0.1,4.5|. Procedure details: A solution of 350 mg of 4-p-nitrobenzyloxycarbonylaminothiobutyric acid sodium salt in 4 ml of water is added dropwise to a solution of 135 mg of (3S,4R)-4-chloro-3-methoxy-2-oxoazetidine in 6 ml of a phosphate buffer of a pH of 7 and 0.4 ml of dioxan in the presence of 150 mg of sodium iodide. Starting materials: C(C1=CC=CC=C1)N1C(CCC1)=CC1=CC(=C(C=C1)OC)OC (1-benzyl-2-(3,4-dimethoxybenzylidene)pyrrolidine). Reagents/catalysts: [Pt].[H][H] (platinum hydrogen). Run in C(C)O (ethanol). Yields the product C(C1=CC=CC=C1)N1C(CCC1)C1=CC(=C(C=C1)OC)OC (1-benzyl-2-(3,4-dimethoxyphenyl)pyrrolidine). Reaction SMILES: [CH2:1]([N:8]1[CH2:12][CH2:11][CH2:10][C:9]1=[CH:13][C:14]1C=[CH:18][C:17]([O:20][CH3:21])=[C:16]([O:22][CH3:23])[CH:15]=1)[C:2]1[CH:7]=[CH:6][CH:5]=[CH:4][CH:3]=1>C(O)C.[Pt].[H][H]>[CH2:1]([N:8]1[CH2:12][CH2:11][CH2:10][CH:9]1[C:13]1[CH:14]=[CH:15][C:16]([O:22][CH3:23])=[C:17]([O:20][CH3:21])[CH:18]=1)[C:2]1[CH:3]=[CH:4][CH:5]=[CH:6][CH:7]=1 |f:2.3|. Reported procedure: Dissolve 3 g of 1-benzyl-2-(3,4-dimethoxybenzylidene)pyrrolidine in ethanol and hydrogenate with platinum/hydrogen. Distil the hydrogenated product under a vacuum to obtain 2.3 g (77% of theory) of title compound (b.p. 173° at 0.007 mm of Hg). Starting materials: [Cr](=O)(=O)([O-])Cl.[NH+]1=CC=CC=C1 (pyridinium chlorochromate), ClC1=CC=C(C=C1)C1=CC(=NN1C1=CC=C(C=C1)OC)CCC(C)O (5-(4-Chlorophenyl)-3-(3-hydroxybutyl)-1-(4-methoxyphenyl) pyrazole). Run in C(Cl)Cl (CH2Cl2), C(Cl)Cl (CH2Cl2). Conditions: time 4 hour. Product: ClC1=CC=C(C=C1)C1=CC(=NN1C1=CC=C(C=C1)OC)CCC(C)=O (5-(4-Chlorophenyl)-1-(4-methoxyphenyl)-3-(3-oxobutyl)pyrazole). Isolated yield 69.6%. Reaction SMILES: [Cr](Cl)([O-])(=O)=O.[NH+]1C=CC=CC=1.[Cl:12][C:13]1[CH:18]=[CH:17][C:16]([C:19]2[N:23]([C:24]3[CH:29]=[CH:28][C:27]([O:30][CH3:31])=[CH:26][CH:25]=3)[N:22]=[C:21]([CH2:32][CH2:33][CH:34]([OH:36])[CH3:35])[CH:20]=2)=[CH:15][CH:14]=1>C(Cl)Cl>[Cl:12][C:13]1[CH:14]=[CH:15][C:16]([C:19]2[N:23]([C:24]3[CH:29]=[CH:28][C:27]([O:30][CH3:31])=[CH:26][CH:25]=3)[N:22]=[C:21]([CH2:32][CH2:33][C:34](=[O:36])[CH3:35])[CH:20]=2)=[CH:17][CH:18]=1 |f:0.1|. Reported procedure: To a suspension of pyridinium chlorochromate (3.65 g, 16.93 mM) in CH2Cl2 (20 ml) was added the alcohol 20, (3.02 g, 8.46 mM) in CH2Cl2 (15 ml). After stirring for 4 hours, the reaction solution was decanted from the chromium precipitates that were washed with EtOAc (2×150 ml). The reaction solution and the washes were combined, filtered through florosil, and concentrated in vacuo. Chromatography (120 g, Baker 40 gm silica gel) with Et2O:hexane (1:1 to 100% Et2O) as eluent, followed by crystalli... RXN SMILES: [CH3:20][S:21]([CH3:22])=[O:23].[CH3:24][CH2:25][O:26][C:27]([CH3:28])=[O:29].[CH:1]1([CH:6]([CH2:7][CH2:8][c:9]2[c:10]([C:11]#[N:12])[cH:13][c:14]([O:17][CH3:18])[cH:15][cH:16]2)[OH:19])[CH2:2][CH2:3][CH2:4][CH2:5]1>>[CH:1]1([C:6]([CH2:7][CH2:8][c:9]2[c:10]([C:11]#[N:12])[cH:13][c:14]([O:17][CH3:18])[cH:15][cH:16]2)=[O:19])[CH2:2][CH2:3][CH2:4][CH2:5]1. Yields the product COc1ccc(CCC(=O)C2CCCC2)c(C#N)c1. Reactants: CS(C)=O, CCOC(C)=O, COc1ccc(CCC(O)C2CCCC2)c(C#N)c1.